Dataset: the Open Reaction Database (ORD), a public repository of structured organic reaction records. Task: describe an organic reaction: reactants, conditions, products, and yield The reactants are C(C)(=O)OCC(=O)N([C@@H]1C[C@@H](N(C2=CC=CC=C12)C(=O)C1=CC=C(C=C1)CCCC(C(=O)OC)(C)C)C)C1=CC=C(C=C1)Cl (Methyl 5-(4-{[(2S,4R)-4-[[(acetyloxy)acetyl](4-chlorophenyl)amino]-2-methyl-3,4-dihydroquinolin-1(2H)-yl]carbonyl}phenyl)-2,2-dimethylpentanoate), [OH-].[Na+] (sodium hydroxide). Solvent: CO.O1CCCC1 (methanol tetrahydrofuran), O (water). Reaction conditions: temperature 45 celsius. Yields the product ClC1=CC=C(C=C1)N([C@@H]1C[C@@H](N(C2=CC=CC=C12)C(=O)C1=CC=C(C=C1)CCCC(C(=O)O)(C)C)C)C(CO)=O (5-(4-{[(2S,4R)-4-[(4-chlorophenyl)(glycoloyl)amino]-2-methyl-3,4-dihydroquinolin-1(2H)-yl]carbonyl}phenyl)-2,2-dimethylpentanoic acid). Yield: 69.9%. RXN SMILES: C([O:4][CH2:5][C:6]([N:8]([C:38]1[CH:43]=[CH:42][C:41]([Cl:44])=[CH:40][CH:39]=1)[C@H:9]1[C:18]2[C:13](=[CH:14][CH:15]=[CH:16][CH:17]=2)[N:12]([C:19]([C:21]2[CH:26]=[CH:25][C:24]([CH2:27][CH2:28][CH2:29][C:30]([CH3:36])([CH3:35])[C:31]([O:33]C)=[O:32])=[CH:23][CH:22]=2)=[O:20])[C@@H:11]([CH3:37])[CH2:10]1)=[O:7])(=O)C.[OH-].[Na+]>CO.O1CCCC1.O>[Cl:44][C:41]1[CH:40]=[CH:39][C:38]([N:8]([C:6](=[O:7])[CH2:5][OH:4])[C@H:9]2[C:18]3[C:13](=[CH:14][CH:15]=[CH:16][CH:17]=3)[N:12]([C:19]([C:21]3[CH:26]=[CH:25][C:24]([CH2:27][CH2:28][CH2:29][C:30]([CH3:36])([CH3:35])[C:31]([OH:33])=[O:32])=[CH:23][CH:22]=3)=[O:20])[C@@H:11]([CH3:37])[CH2:10]2)=[CH:43][CH:42]=1 |f:1.2,3.4|. Reported procedure: Methyl 5-(4-{[(2S,4R)-4-[[(acetyloxy)acetyl](4-chlorophenyl)amino]-2-methyl-3,4-dihydroquinolin-1(2H)-yl]carbonyl}phenyl)-2,2-dimethylpentanoate (100 mg, 0.16 mmol, 1 eq.) was dissolved in methanol/tetrahydrofuran (2/1) (2 ml). A solution of sodium hydroxide (32 mg, 0.81 mmol, 5 eq.) in water (1 ml) was added and reaction mixture heated to 45° C. for 8 h and at room temperature for 20 h. The mixture was concentrated and the residue was acidified with a 1N HCl aqueous solution and extracted with ... The reactants are CC(CC(C)=O)=O (pentane-2,4-dione), COC(N(C)C)OC (1,1-dimethoxy-N,N-dimethylmethanamine), O1CCCC1 (Tetrahydrofuran), Cl.Cl.C(C1=CC=CC=C1)NN (benzylhydrazine dihydrochloride). Solvent: O (water), C(C)(=O)OCC (ethyl acetate). Conditions: temperature 80 celsius, time 1 hour. Product: C(C1=CC=CC=C1)N1N=CC(=C1C)C(C)=O (1-(1-benzyl-5-methyl-1H-pyrazol-4-yl)ethanone). Yield: 63.2%. RXN SMILES: [CH3:1][C:2](=[O:7])[CH2:3][C:4](=O)[CH3:5].COC(OC)[N:11]([CH3:13])C.O1CCCC1.Cl.Cl.[CH2:23]([NH:30]N)[C:24]1[CH:29]=[CH:28][CH:27]=[CH:26][CH:25]=1>O.C(OCC)(=O)C>[CH2:23]([N:30]1[C:4]([CH3:5])=[C:3]([C:2](=[O:7])[CH3:1])[CH:13]=[N:11]1)[C:24]1[CH:29]=[CH:28][CH:27]=[CH:26][CH:25]=1 |f:3.4.5|. Reported procedure: A mixture of pentane-2,4-dione (10.01 g) and 1,1-dimethoxy-N,N-dimethylmethanamine (12.51 g) was stirred at 80° C. for 1 hr. Tetrahydrofuran (20 mL) was added to the reaction mixture, benzylhydrazine dihydrochloride (21.46 g) was added by small portions under ice-cooling, and the mixture was stirred at 60° C. for 30 min. The reaction mixture was allowed to cool to room temperature, ethyl acetate (100 mL) and water (100 mL) were added, and the separated aqueous layer was extracted with ethyl acet... Reactants: [OH-].[Na+] (NaOH), ClC1=NC(=NC(=C1)C(F)(F)F)C1=CC=NC=C1 (4-chloro-2-(4-pyridinyl)-6-(trifluoromethyl)pyrimidine), CC1=C(N)C=C(C=C1)[N+](=O)[O-] (2-methyl-5-nitroaniline), Cl (HCl). Run in O.C(C)O (water ethanol). The product is CC1=C(NC2=NC(=NC(=C2)C(F)(F)F)C2=CC=NC=C2)C=C(C=C1)[N+](=O)[O-] (4-(2-Methyl-5-nitroanilino)-2-(4-pyridinyl)-6-(trifluoromethyl)pyrimidine). The yield is 25.8%. As a reaction SMILES: Cl[C:2]1[CH:7]=[C:6]([C:8]([F:11])([F:10])[F:9])[N:5]=[C:4]([C:12]2[CH:17]=[CH:16][N:15]=[CH:14][CH:13]=2)[N:3]=1.[CH3:18][C:19]1[CH:25]=[CH:24][C:23]([N+:26]([O-:28])=[O:27])=[CH:22][C:20]=1[NH2:21].Cl.[OH-].[Na+]>O.C(O)C>[CH3:18][C:19]1[CH:25]=[CH:24][C:23]([N+:26]([O-:28])=[O:27])=[CH:22][C:20]=1[NH:21][C:2]1[CH:7]=[C:6]([C:8]([F:11])([F:10])[F:9])[N:5]=[C:4]([C:12]2[CH:17]=[CH:16][N:15]=[CH:14][CH:13]=2)[N:3]=1 |f:3.4,5.6|. Procedure: A mixture of 4-chloro-2-(4-pyridinyl)-6-(trifluoromethyl)pyrimidine (1 g, 3.90 mmol), 2-methyl-5-nitroaniline (890 mg, 5.90 mmol), and 2N HCl (3 ml) in water:ethanol (1:1, 200 ml) was refluxed for 48 h. The mixture was cooled to room temperature and basified with aqueous 2N NaOH to pH 10–12. The mixture was extracted with ethyl acetate (200 ml), washed with water (2×100 ml), with aqueous saturated NaCl (1×100 ml) and dried over anhydrous sodium sulfate. The ethyl acetate solution was rotary evap... Starting materials: C([O-])([O-])=O.[K+].[K+] (potassium carbonate), C(C)(=O)C=1C=C(C=C(C1)S(F)(F)(F)(F)F)NC(C(F)(F)F)=O (N-(3-acetyl-5-pentafluorosulfanylphenyl)-2,2,2-trifluoroacetamide), IC (iodomethane), C(C)(=O)C=1C=C(C=C(C1)S(F)(F)(F)(F)F)NC(C(F)(F)F)=O (N-(3-acetyl-5-pentafluorosulfanylphenyl)-2,2,2-trifluoroacetamide). The solvent is C(OC)COC (dimethoxyethane). Conditions: temperature 100 celsius. Product: C(C)(=O)C=1C=C(C=C(C1)S(F)(F)(F)(F)F)N(C(C(F)(F)F)=O)C (N-[3-Acetyl-5-(pentafluorosulfanyl)phenyl]-2,2,2-trifluoro-N-methylacetamide). As a reaction SMILES: [C:1](=O)([O-])[O-].[K+].[K+].IC.[C:9]([C:12]1[CH:13]=[C:14]([NH:24][C:25](=[O:30])[C:26]([F:29])([F:28])[F:27])[CH:15]=[C:16]([S:18]([F:23])([F:22])([F:21])([F:20])[F:19])[CH:17]=1)(=[O:11])[CH3:10]>C(COC)OC>[C:9]([C:12]1[CH:13]=[C:14]([N:24]([CH3:1])[C:25](=[O:30])[C:26]([F:29])([F:27])[F:28])[CH:15]=[C:16]([S:18]([F:22])([F:23])([F:21])([F:20])[F:19])[CH:17]=1)(=[O:11])[CH3:10] |f:0.1.2|. Procedure: In a microwave insert, N-(3-acetyl-5-pentafluorosulfanylphenyl)-2,2,2-trifluoroacetamide (O3.075; 0.25 g) was dissolved in absolute dimethoxyethane (7.5 ml), powdered potassium carbonate was added and the mixture was admixed with iodomethane (80 μl). Subsequently, the mixture was heated in the microwave to 100° C. for 40 min. Once further N-(3-acetyl-5-pentafluorosulfanylphenyl)-2,2,2-trifluoroacetamide (4×250 mg) had been converted in the manner described, the five batches were worked up togeth... Starting materials: [BH4-].[Na+] (NaBH4), C(C=1C(N)=CC=CC1)(=O)O (anthranilic acid), N1C=C(C=2C1=NC=CC2)C=O (1H-pyrrolo[2,3-b]pyridine-3-carbaldehyde), C1(=CC=C(C=C1)S(=O)(=O)O)C (p-toluenesulfonic acid). Solvent: C1(=CC=CC=C1)C (toluene). The product is N1C=C(C=2C1=NC=CC2)CNC2=C(C(=O)O)C=CC=C2 (2-[(1H-pyrrolo[2,3-b]pyridin-3-ylmethyl)-amino]-benzoic acid). As a reaction SMILES: [C:1]([OH:10])(=[O:9])[C:2]1[C:3](=[CH:5][CH:6]=[CH:7][CH:8]=1)[NH2:4].[NH:11]1[C:15]2=[N:16][CH:17]=[CH:18][CH:19]=[C:14]2[C:13]([CH:20]=O)=[CH:12]1.C1(C)C=CC(S(O)(=O)=O)=CC=1.[BH4-].[Na+]>C1(C)C=CC=CC=1>[NH:11]1[C:15]2=[N:16][CH:17]=[CH:18][CH:19]=[C:14]2[C:13]([CH2:20][NH:4][C:3]2[CH:5]=[CH:6][CH:7]=[CH:8][C:2]=2[C:1]([OH:10])=[O:9])=[CH:12]1 |f:3.4|. Reported procedure: A mixture of anthranilic acid (1.37 g, 1.0 mmol), 1H-pyrrolo[2,3-b]pyridine-3-carbaldehyde (1.46 g, 1.0 mmol), and p-toluenesulfonic acid mohohydrate (0.025 g, 0.13 mmol) in 30 mL of anhydrous toluene was stirred at reflux for 1 h. After being cooled to RT, NaBH4 (0.9 g) was added, and the mixture was stirred at RT for 30 min. The reaction was quenched with MeOH, and the volatiles were removed under reduced pressure. The residue was taken up in water, AcOH was added to bring pH to 4, and the mix... The reactants are C(C)OC(=O)N1C(C=C(C2=CC(=CC=C12)C=1OCC(N1)(C)C)CC1=CC=C(C=C1)C1=CC=CC=C1)P(=O)(OC)OC (1-ethoxycarbonyl-6-(4,5-dihydro-4,4-dimethyloxazol-2-yl)-2-dimethoxyphosphoryl-4-(4-phenylbenzyl)-1,2-dihydroquinoline), [OH-].[Na+] (sodium hydroxide). The solvent is C(C)O (ethanol). Product: CC1(N=C(OC1)C=1C=C2C(=CC=NC2=CC1)CC1=CC=C(C=C1)C1=CC=CC=C1)C (6-(4,5-Dihydro-4,4-dimethyloxazol-2-yl)-4-(4-phenylbenzyl)quinoline). The yield is 27.8%. As a reaction SMILES: C(OC([N:6]1[C:15]2[C:10](=[CH:11][C:12]([C:16]3[O:17][CH2:18][C:19]([CH3:22])([CH3:21])[N:20]=3)=[CH:13][CH:14]=2)[C:9]([CH2:23][C:24]2[CH:29]=[CH:28][C:27]([C:30]3[CH:35]=[CH:34][CH:33]=[CH:32][CH:31]=3)=[CH:26][CH:25]=2)=[CH:8][CH:7]1P(OC)(OC)=O)=O)C.[OH-].[Na+]>C(O)C>[CH3:21][C:19]1([CH3:22])[CH2:18][O:17][C:16]([C:12]2[CH:11]=[C:10]3[C:15](=[CH:14][CH:13]=2)[N:6]=[CH:7][CH:8]=[C:9]3[CH2:23][C:24]2[CH:29]=[CH:28][C:27]([C:30]3[CH:35]=[CH:34][CH:33]=[CH:32][CH:31]=3)=[CH:26][CH:25]=2)=[N:20]1 |f:1.2|. Procedure details: A mixture of 1-ethoxycarbonyl-6-(4,5-dihydro-4,4-dimethyloxazol-2-yl)-2-dimethoxyphosphoryl-4-(4-phenylbenzyl)-1,2-dihydroquinoline (738 mg), ethanol (20 ml) and 1N aqueous sodium hydroxide solution (4 ml) was refluxed under heating for 2 hr. The reaction mixture was concentrated to dryness under reduced pressure. Water was added and the mixture was extracted twice with ethyl acetate. The organic layers were combined, washed once with saturated brine, dried over anhydrous magnesium sulfate and c... Reactants: C(=O)([O-])[O-].[K+].[K+] (K2CO3), CN(C)C=O (DMF), OC=1CC(OC(C1)=O)(CCC1=CC=C(C=C1)NC([O-])=O)CCC1=CC=C(C=C1)NC([O-])=O ((3,6-dihydro-4-hydroxy-6-oxo-2H-pyran-2,2-diyl)bis[2,1-ethanediyl-(4,1-phenylene)]biscarbamate), C(C)(C)(C)C1=C(C=C(C(=C1)CO)C)SS(=O)(=O)C1=CC=C(C=C1)C (toluene-4-thiosulfonic acid S-(2-tert-butyl-4-hydroxymethyl-5-methyl-phenyl) ester). The solvent is CCOC(=O)C (EtOAc), C(C)(=O)O (acetic acid). Reaction conditions: time 8 hour. Yields the product NC1=CC=C(C=C1)CCC1(CC(=C(C(O1)=O)SC1=C(C=C(C(=C1)C)CO)C(C)(C)C)O)CCC1=CC=C(C=C1)N (6,6-Bis-[2-(4-aminophenyl)ethyl]-3-(2-tert-butyl-4-hydroxymethyl-5-methyl-phenylsulfanyl)-4-hydroxy-5,6-dihydro-pyran-2-one), BOC. Reaction SMILES: [OH:1][C:2]1[CH2:3][C:4]([CH2:21][CH2:22][C:23]2[CH:28]=[CH:27][C:26]([NH:29]C(=O)[O-])=[CH:25][CH:24]=2)([CH2:9][CH2:10][C:11]2[CH:16]=[CH:15][C:14]([NH:17]C(=O)[O-])=[CH:13][CH:12]=2)[O:5][C:6](=[O:8])[CH:7]=1.[C:33]([C:37]1[CH:42]=[C:41]([CH2:43][OH:44])[C:40]([CH3:45])=[CH:39][C:38]=1[S:46]S(C1C=CC(C)=CC=1)(=O)=O)([CH3:36])([CH3:35])[CH3:34].C([O-])([O-])=O.[K+].[K+].CN(C=O)C>CCOC(C)=O.C(O)(=O)C>[NH2:29][C:26]1[CH:25]=[CH:24][C:23]([CH2:22][CH2:21][C:4]2([CH2:9][CH2:10][C:11]3[CH:12]=[CH:13][C:14]([NH2:17])=[CH:15][CH:16]=3)[O:5][C:6](=[O:8])[C:7]([S:46][C:38]3[CH:39]=[C:40]([CH3:45])[C:41]([CH2:43][OH:44])=[CH:42][C:37]=3[C:33]([CH3:36])([CH3:35])[CH3:34])=[C:2]([OH:1])[CH2:3]2)=[CH:28][CH:27]=1 |f:2.3.4|. Procedure details: The title compound was prepared as described in General Method 9 using 0.38 g (0.69 mmol) of (1,1-dimethylethyl)[(3,6-dihydro-4-hydroxy-6-oxo-2H-pyran-2,2-diyl)bis[2,1-ethanediyl-(4,1-phenylene)]biscarbamate prepared in Example OO, 0.35 g (0.96 mmol) of toluene-4-thiosulfonic acid S-(2-tert-butyl-4-hydroxymethyl-5-methyl-phenyl) ester (prepared in Example FFF), 0.58 g (4.2 mmol) of K2CO3, and 5 mL of DMF. The reaction mixture was stirred overnight, and then poured into glacial acetic acid (5 mL)...